From a dataset of the Open Reaction Database (ORD), a public repository of structured organic reaction records. describe an organic reaction: reactants, conditions, products, and yield Reactants: CC(=O)O[BH-](OC(C)=O)OC(C)=O, CC(C)CCN, ClCCCl, [Na+], O=CCCN1C(=O)C2(COc3cc4c(cc32)CCO4)c2ccccc21. The product is CC(C)CCNCCCN1C(=O)C2(COc3cc4c(cc32)CCO4)c2ccccc21. RXN SMILES: [C:32]([O:33][BH-:34]([O:35][C:36](=[O:37])[CH3:38])[O:39][C:40](=[O:41])[CH3:42])(=[O:43])[CH3:44].[CH2:26]([CH2:27][CH:28]([CH3:29])[CH3:30])[NH2:31].[Cl:46][CH2:47][CH2:48][Cl:49].[Na+:45].[O:1]=[C:2]1[N:3]([CH2:22][CH2:23][CH:24]=[O:25])[c:4]2[cH:5][cH:6][cH:7][cH:8][c:9]2[C:10]12[c:11]1[c:12]([cH:15][c:16]3[c:20]([cH:21]1)[CH2:19][CH2:18][O:17]3)[O:13][CH2:14]2>>[O:1]=[C:2]1[N:3]([CH2:22][CH2:23][CH2:24][NH:31][CH2:26][CH2:27][CH:28]([CH3:29])[CH3:30])[c:4]2[cH:5][cH:6][cH:7][cH:8][c:9]2[C:10]12[c:11]1[c:12]([cH:15][c:16]3[c:20]([cH:21]1)[CH2:19][CH2:18][O:17]3)[O:13][CH2:14]2. Reactants: C(CCl)Cl (EDC), ethyl 4-(2-allylaminoethoxy)-3-methoxy benzoate, COC=1C=C(C=CC1NC(=O)NC1=C(C=CC=C1)C)CC(=O)O (3-methoxy-4-[N′-(2-methylphenyl)ureido]phenylaceticacid), C=1C=CC2=C(C1)N=NN2O (HOBt), Cl (HCl). Reagents/catalysts: CN(C)C=1C=CN=CC1 (DMAP). The solvent is CN(C)C=O (DMF). Reaction conditions: time 18 hour. The product is C(C1=CC=CC=C1)(=O)O (benzoic acid). Reaction SMILES: COC1C=C(C[C:21]([OH:23])=[O:22])C=CC=1NC(NC1C=CC=CC=1C)=O.[CH:24]1[CH:25]=[CH:26][C:27]2N(O)N=N[C:28]=2[CH:29]=1.C(Cl)CCl.Cl>CN(C1C=CN=CC=1)C.CN(C=O)C>[C:21]([OH:23])(=[O:22])[C:28]1[CH:27]=[CH:26][CH:25]=[CH:24][CH:29]=1. Procedure: To a stirred mixture of ethyl 4-(2-allylaminoethoxy)-3-methoxy benzoate (578 mg, 2.1 mmol), 3-methoxy-4-[N′-(2-methylphenyl)ureido]phenylaceticacid (650 mg, 2.1 mmol), HOBt (420 mg, 3.11 mmol), and DMAP (catalytic amount) in DMF (4 mL) was added EDC (596 mg, 3.11 mmol) at room temp. The resulting mixture was stirred for a further 18 hr at room temp. The mixture was poured into 1N HCl and extracted with EtOAc. The extract was washed with brine, dried over Na2SO4, and evaporated in vacuo. The resi... Reactants: OCC=1C(=NC=CC1)C (3-hydroxymethyl-2-methyl-pyridine), ClC1=CC(=CC=C1)C(=O)OO (m-chloroperbenzoic acid), C(Cl)(Cl)Cl (chloroform), ClC1=CC(=CC=C1)C(=O)OO (m-chloroperbenzoic acid). Procedure: Prepared essentially according to the procedure of I. M. Bell et al., J. Med. Chem. 41, 2146–2163 (1998). To a stirred solution of the crude 3-hydroxymethyl-2-methyl-pyridine of Step B (1.35 g, 9.53 mmol) in chloroform (50 mL) was added 90% m-chloroperbenzoic acid (2.0 g, 10.4 mmol). After stirring overnight at room temperature, an additional quantity of 90% m-chloroperbenzoic acid (1.0 g, 5.2 mmol) was added. The reaction mixture was stirred for an additional 3 hours and then quenched with satu... Yields the product ClCC=1C(=[N+](C=CC1)[O-])C (3-Chloromethyl-2-methyl-pyridine 1-oxide). Conditions: time 8 hour. RXN SMILES: OC[C:3]1[C:4]([CH3:9])=[N:5][CH:6]=[CH:7][CH:8]=1.ClC1C=CC=C(C(OO)=[O:18])C=1.[CH:21]([Cl:24])(Cl)Cl>>[Cl:24][CH2:21][C:3]1[C:4]([CH3:9])=[N+:5]([O-:18])[CH:6]=[CH:7][CH:8]=1. Reactants: BrC=1C=C(C(=NC1)C1=CC=C(C=C1)OCOC)[N+](=O)[O-] (5-bromo-2-(4-(methoxymethoxy)phenyl)-3-nitropyridine), FC1=NC=C(C=C1)B1OC(C(O1)(C)C)(C)C (2-fluoro-5-(4,4,5,5-tetramethyl-1,3,2-dioxaborolan-2-yl)pyridine), C(=O)([O-])[O-].[Na+].[Na+] (Na2CO3), O1CCOCC1 (dioxane). The reagents and catalysts are C=1C=CC(=CC1)[P](C=2C=CC=CC2)(C=3C=CC=CC3)[Pd]([P](C=4C=CC=CC4)(C=5C=CC=CC5)C=6C=CC=CC6)([P](C=7C=CC=CC7)(C=8C=CC=CC8)C=9C=CC=CC9)[P](C=1C=CC=CC1)(C=1C=CC=CC1)C=1C=CC=CC1 (tetrakis(triphenylphosphine)palladium). Solvent: CCOC(=O)C (EtOAc). Reaction conditions: temperature 100 celsius. The product is FC1=CC=C(C=N1)C=1C=NC(=C(C1)[N+](=O)[O-])C1=CC=C(C=C1)OCOC (6′-fluoro-6-(4-(methoxymethoxy)phenyl)-5-nitro-3,3′-bipyridine). The yield is 67.5%. RXN SMILES: Br[C:2]1[CH:3]=[C:4]([N+:18]([O-:20])=[O:19])[C:5]([C:8]2[CH:13]=[CH:12][C:11]([O:14][CH2:15][O:16][CH3:17])=[CH:10][CH:9]=2)=[N:6][CH:7]=1.[F:21][C:22]1[CH:27]=[CH:26][C:25](B2OC(C)(C)C(C)(C)O2)=[CH:24][N:23]=1.C([O-])([O-])=O.[Na+].[Na+].O1CCOCC1>CCOC(C)=O.C1C=CC([P]([Pd]([P](C2C=CC=CC=2)(C2C=CC=CC=2)C2C=CC=CC=2)([P](C2C=CC=CC=2)(C2C=CC=CC=2)C2C=CC=CC=2)[P](C2C=CC=CC=2)(C2C=CC=CC=2)C2C=CC=CC=2)(C2C=CC=CC=2)C2C=CC=CC=2)=CC=1>[F:21][C:22]1[N:23]=[CH:24][C:25]([C:2]2[CH:7]=[N:6][C:5]([C:8]3[CH:13]=[CH:12][C:11]([O:14][CH2:15][O:16][CH3:17])=[CH:10][CH:9]=3)=[C:4]([N+:18]([O-:20])=[O:19])[CH:3]=2)=[CH:26][CH:27]=1 |f:2.3.4,^1:58,60,79,98|. Procedure: A mixture of 5-bromo-2-(4-(methoxymethoxy)phenyl)-3-nitropyridine (68 mg, 0.2 mmol), 2-fluoro-5-(4,4,5,5-tetramethyl-1,3,2-dioxaborolan-2-yl)pyridine (45 mg, 0.2 mg), tetrakis(triphenylphosphine)palladium (12 mg, 0.01 mmol), Na2CO3 (0.5 mL, 1 M aqueous solution) and dioxane (1.5 mL) was heated at 100° C. for 10 min in a microwave reactor. After cooling to rt, the reaction was diluted with EtOAc (20 mL) and washed with brine (20 mL) and water (2×20 mL) and dried over MgSO4. Solvent was removed un... Starting materials: C(C)(C)(C)OC(NC(C(=O)N1CCN(CC1)C=1C2=C(N=CN1)C=C(S2)I)CC2=CC=C(C=C2)Cl)=O ({1-(4-chlorobenzyl)-2-[4-(6-iodothieno[3,2-d]pyrimidin-4-yl)-piperazin-1-yl]-2-oxo-ethyl}-carbamic acid tert-butyl ester), C(#N)[Cu] (CuCN). Run in N1=CC=CC=C1 (Pyridine). The product is C(C)(C)(C)OC(NC(C(=O)N1CCN(CC1)C=1C2=C(N=CN1)C=C(S2)C#N)CC2=CC=C(C=C2)Cl)=O ({1-(4-chlorobenzyl)-2-[4-(6-cyanothieno[3,2-d]pyrimidin-4-yl)-piperazin-1-yl]-2-oxo-ethyl}-carbamic acid tert-butyl ester). Yield: 68.8%. RXN SMILES: [C:1]([O:5][C:6](=[O:35])[NH:7][CH:8]([CH2:27][C:28]1[CH:33]=[CH:32][C:31]([Cl:34])=[CH:30][CH:29]=1)[C:9]([N:11]1[CH2:16][CH2:15][N:14]([C:17]2[C:18]3[S:25][C:24](I)=[CH:23][C:19]=3[N:20]=[CH:21][N:22]=2)[CH2:13][CH2:12]1)=[O:10])([CH3:4])([CH3:3])[CH3:2].[C:36]([Cu])#[N:37]>N1C=CC=CC=1>[C:1]([O:5][C:6](=[O:35])[NH:7][CH:8]([CH2:27][C:28]1[CH:33]=[CH:32][C:31]([Cl:34])=[CH:30][CH:29]=1)[C:9]([N:11]1[CH2:16][CH2:15][N:14]([C:17]2[C:18]3[S:25][C:24]([C:36]#[N:37])=[CH:23][C:19]=3[N:20]=[CH:21][N:22]=2)[CH2:13][CH2:12]1)=[O:10])([CH3:4])([CH3:3])[CH3:2]. Reported procedure: To a solution of {1-(4-chlorobenzyl)-2-[4-(6-iodothieno[3,2-d]pyrimidin-4-yl)-piperazin-1-yl]-2-oxo-ethyl}-carbamic acid tert-butyl ester (50 mg, 0.080 mmol) in Pyridine (5 mL) was added CuCN (20 mg, 0.223 mmol). The mixture was refluxed under N2 for 12 hours. The solvent was removed and the residue was subject to chromatography on silica gel to afford {1-(4-chlorobenzyl)-2-[4-(6-cyanothieno[3,2-d]pyrimidin-4-yl)-piperazin-1-yl]-2-oxo-ethyl}-carbamic acid tert-butyl ester (29 mg, 69%). 1H NMR (C... Procedure: A stirred solution of N-tert-butoxycarbonyl-anisidine (431 g, 1.93 mol) in ether (2 L) under an argon atmosphere was cooled to −20° C. A solution of tert-butyllithium (1.7 M, hexanes, 2.5 L, 4.25 mol) was added dropwise and the reaction was stirred for 3 h at −20° C. The reaction was cooled to −50° C. and ethylene oxide (136 g, 3.09 mol) was added dropwise. The reaction was warmed to 0° C. over 1 h and then stirred at room temperature for 1 h. The reaction was poured onto saturated aqueous ammon... The yield is 34.1%. Yields the product OCCC1=C(NC(=O)OC(C)(C)C)C=CC=C1OC (2-(2′-Hydroxyethyl)-3-methoxy-N-tert-butoxycarbonyl-aniline). RXN SMILES: [C:1]([O:5][C:6]([NH:8][C:9]1[CH:16]=[CH:15][C:12]([O:13]C)=[CH:11][CH:10]=1)=[O:7])([CH3:4])([CH3:3])[CH3:2].[C:17]([Li])(C)(C)C.[CH2:22]1[O:24][CH2:23]1.[Cl-].[NH4+]>CCOCC>[OH:13][CH2:12][CH2:15][C:16]1[C:23]([O:24][CH3:22])=[CH:17][CH:11]=[CH:10][C:9]=1[NH:8][C:6]([O:5][C:1]([CH3:2])([CH3:3])[CH3:4])=[O:7] |f:3.4|. Run at temperature -20 celsius, time 3 hour. Solvent: CCOCC (ether). The reactants are [Cl-].[NH4+] (ammonium chloride), C(C)(C)(C)OC(=O)NC1=CC=C(OC)C=C1 (N-tert-butoxycarbonyl-anisidine), C1CO1 (ethylene oxide), C(C)(C)(C)[Li] (tert-butyllithium). Starting materials: O=C([O-])[O-], O=C([O-])O, CO, CCOC(C)=O, CC(C)Nc1ccc(CCC=O)cn1, [K+], [K+], COP(=O)(OC)C(=[N+]=[N-])C(C)=O, [Na+], O. The product is C#CCCc1ccc(NC(C)C)nc1. RXN SMILES: [C:27](=[O:28])([O-:29])[O-:30].[C:33](=[O:34])([O-:35])[OH:36].[CH3:38][OH:39].[CH3:41][CH2:42][O:43][C:44]([CH3:45])=[O:46].[CH:13]([CH3:14])([CH3:15])[NH:16][c:17]1[cH:18][cH:19][c:20]([CH2:23][CH2:24][CH:25]=[O:26])[cH:21][n:22]1.[K+:31].[K+:32].[N+:1](=[C:3]([P:2](=[O:4])([O:5][CH3:6])[O:7][CH3:8])[C:9](=[O:10])[CH3:11])=[N-:12].[Na+:37].[OH2:40]>>[CH:3]#[C:25][CH2:24][CH2:23][c:20]1[cH:19][cH:18][c:17]([NH:16][CH:13]([CH3:14])[CH3:15])[n:22][cH:21]1.